From a dataset of the Open Reaction Database (ORD), a public repository of structured organic reaction records. describe an organic reaction: reactants, conditions, products, and yield The reactants are ClC1=CC=C(C=C1)NN (p-chlorophenylhydrazine), ClC1=C(C=NC=2CCC(CC12)C1=CC=CC=C1)C(=O)OCC (ethyl 4-chloro-6-phenyl-5,6,7,8-tetrahydroquinoline-3-carboxylate). Solvent: C(CCC)O (n-butanol). Yields the product ClC1=CC=C(C=C1)N1N=C2C(=CNC=3CCC(CC23)C2=CC=CC=C2)C1=O (2-p-chlorophenyl-2,3,6,7,8,9-hexahydro-8-phenylpyrazolo[4,3-c]quinolin-3(5H)-one). As a reaction SMILES: [Cl:1][C:2]1[CH:7]=[CH:6][C:5]([NH:8][NH2:9])=[CH:4][CH:3]=1.Cl[C:11]1[C:20]2[CH2:19][CH:18]([C:21]3[CH:26]=[CH:25][CH:24]=[CH:23][CH:22]=3)[CH2:17][CH2:16][C:15]=2[N:14]=[CH:13][C:12]=1[C:27](OCC)=[O:28]>C(O)CCC>[Cl:1][C:2]1[CH:7]=[CH:6][C:5]([N:8]2[C:27](=[O:28])[C:12]3=[CH:13][NH:14][C:15]4[CH2:16][CH2:17][CH:18]([C:21]5[CH:22]=[CH:23][CH:24]=[CH:25][CH:26]=5)[CH2:19][C:20]=4[C:11]3=[N:9]2)=[CH:4][CH:3]=1. Procedure details: A mixture of 1.2 g of p-chlorophenylhydrazine and 2.25 g of ethyl 4-chloro-6-phenyl-5,6,7,8-tetrahydroquinoline-3-carboxylate (Example 1e) in 100 mL of n-butanol is refluxed overnight, then evaporated to dryness. The residue is triturated with ether and filtered. Collected solid is dissolved in ethanol, decolorized with charcoal, concentrated to a smaller volume and cooled to deposit a solid, which is recrystallized from ethanol to yield 2-p-chlorophenyl-2,3,6,7,8,9-hexahydro-8-phenylpyrazolo[4,...